This data is from the Open Reaction Database (ORD), a public repository of structured organic reaction records. The task is: describe an organic reaction: reactants, conditions, products, and yield Reactants: O=C(OCC1=CC=CC=C1)NCCCC[C@H](NC(N[C@@H](CCC(=O)OCC1=CC=CC=C1)C(=O)OC(C)(C)C)=O)C(=O)OC(C)(C)C ((9S,13S)-15-benzyl 13,9-di-tert-butyl 3,11-dioxo-1-phenyl-2-oxa-4,10,12-triazapentadecane-9,13,15-tricarboxylate), C(=O)[O-].[NH4+] (ammonium formate). The reagents and catalysts are [Pd] (Pd/C). The solvent is CCO (EtOH). Conditions: time 8 hour. Product: NCCCC[C@@H](C(=O)OC(C)(C)C)NC(N[C@@H](CCC(=O)O)C(=O)OC(C)(C)C)=O ((S)-4-(3-((S)-6-amino-1-tert-butoxy-1-oxohexan-2-yl)ureido)-5-tert-butoxy-5-oxopentanoic acid). Isolated yield 142.0%. As a reaction SMILES: O=C([NH:11][CH2:12][CH2:13][CH2:14][CH2:15][C@@H:16]([C:41]([O:43][C:44]([CH3:47])([CH3:46])[CH3:45])=[O:42])[NH:17][C:18](=[O:40])[NH:19][C@H:20]([C:33]([O:35][C:36]([CH3:39])([CH3:38])[CH3:37])=[O:34])[CH2:21][CH2:22][C:23]([O:25]CC1C=CC=CC=1)=[O:24])OCC1C=CC=CC=1.C([O-])=O.[NH4+]>CCO.[Pd]>[NH2:11][CH2:12][CH2:13][CH2:14][CH2:15][C@H:16]([NH:17][C:18](=[O:40])[NH:19][C@H:20]([C:33]([O:35][C:36]([CH3:39])([CH3:38])[CH3:37])=[O:34])[CH2:21][CH2:22][C:23]([OH:25])=[O:24])[C:41]([O:43][C:44]([CH3:47])([CH3:46])[CH3:45])=[O:42] |f:1.2|. Reported procedure: A suspension of (9S,13S)-15-benzyl 13,9-di-tert-butyl 3,11-dioxo-1-phenyl-2-oxa-4,10,12-triazapentadecane-9,13,15-tricarboxylate (4.30 g, 6.64 mmol), 10% Pd/C (1.0 g) and ammonium formate (4.0 g) in EtOH (70 mL) under a empty balloon was stirred at room temperature overnight. The reaction mixture was filtered through a pad of celite and washed with EtOAc. The solvent was evaporated to give (S)-4-(3-((S)-6-amino-1-tert-butoxy-1-oxohexan-2-yl)ureido)-5-tert-butoxy-5-oxopentanoic acid (4.07 g, 70%)...